This data is from the Open Reaction Database (ORD), a public repository of structured organic reaction records. The task is: describe an organic reaction: reactants, conditions, products, and yield Reactants: FC(C(=O)O)(F)F.FC(C(=O)O)(F)F.FC(C(=O)O)(F)F.ClC=1C=NC=2NC=3C=NC=C(CCC4=C(C=CC(NC1N2)=C4)OCC(N4CCNCC4)=O)C3 (6-chloro-12-(2-oxo-2-piperazin-1-ylethoxy)-2,4,8,18,22-pentaazatetracyclo[14.3.1.1(3,7).1(9,13)]docosa-1(20),3(22),4,6,9(21),10,12,16,18-nonaene tris(trifluoroacetate)), ClC(=O)OC (methyl chloroformate). Yields the product FC(C(=O)O)(F)F.FC(C(=O)O)(F)F.ClC=1C=NC=2NC=3C=NC=C(CCC4=C(C=CC(NC1N2)=C4)OCC(=O)N4CCN(CC4)C(=O)OC)C3 (Methyl 4-({[6-chloro-2,4,8,18,22-pentaazatetracyclo[14.3.1.1(3,7).1(9,13)]docosa-1(20),3(22),4,6,9(21),10,12,16,18-nonaen-12-yl]oxy}acetyl)piperazine-1-carboxylate bis(trifluoroacetate)). The yield is 60.0%. As a reaction SMILES: [F:1][C:2]([F:7])([F:6])[C:3]([OH:5])=[O:4].[F:8][C:9]([F:14])([F:13])[C:10]([OH:12])=[O:11].FC(F)(F)C(O)=O.[Cl:22][C:23]1[CH:24]=[N:25][C:26]2[NH:27][C:28]3[CH:29]=[N:30][CH:31]=[C:32]([CH:54]=3)[CH2:33][CH2:34][C:35]3[CH:43]=[C:39]([NH:40][C:41]=1[N:42]=2)[CH:38]=[CH:37][C:36]=3[O:44][CH2:45][C:46](=[O:53])[N:47]1[CH2:52][CH2:51][NH:50][CH2:49][CH2:48]1.Cl[C:56]([O:58][CH3:59])=[O:57]>>[F:1][C:2]([F:7])([F:6])[C:3]([OH:5])=[O:4].[F:8][C:9]([F:14])([F:13])[C:10]([OH:12])=[O:11].[Cl:22][C:23]1[CH:24]=[N:25][C:26]2[NH:27][C:28]3[CH:29]=[N:30][CH:31]=[C:32]([CH:54]=3)[CH2:33][CH2:34][C:35]3[CH:43]=[C:39]([NH:40][C:41]=1[N:42]=2)[CH:38]=[CH:37][C:36]=3[O:44][CH2:45][C:46]([N:47]1[CH2:52][CH2:51][N:50]([C:56]([O:58][CH3:59])=[O:57])[CH2:49][CH2:48]1)=[O:53] |f:0.1.2.3,5.6.7|. Procedure: The desired compound was prepared according to the procedure of Example D94 using 6-chloro-12-(2-oxo-2-piperazin-1-ylethoxy)-2,4,8,18,22-pentaazatetracyclo[14.3.1.1(3,7).1(9,13)]docosa-1(20),3(22),4,6,9(21),10,12,16,18-nonaene tris(trifluoroacetate) and methyl chloroformate as the starting materials in 60% yield. LCMS for C25H27ClN7O4 (M+H)+: m/z=524.1. Reactants: ClC1=C(C(=CC=C1)Cl)NS(=O)(=O)C1=NNC=N1 (N-(2,6-dichlorophenyl)-1,2,4-triazole-3-sulphonamide), C1(=CC=C(C=C1)S(=O)(=O)C1=NC(=CC(=N1)C)C)C (2-p-toluenesulphonyl-4,6-dimethylpyrimidine), N12CCCCCC2=NCCC1 (1,8-diazabicyclo(5,4,0)undec-7-ene). Run in CN(C=O)C (dimethylformamide). The product is ClC1=C(C(=CC=C1)Cl)NS(=O)(=O)C1=NN(C=N1)C1=NC(=CC(=N1)C)C (N-(2,6-dichlorophenyl)-1-(4,6-dimethylpyrimidin-2-yl)-1,2,4-triazole-3-sulphonamide). Yield: 79.4%. RXN SMILES: [Cl:1][C:2]1[CH:7]=[CH:6][CH:5]=[C:4]([Cl:8])[C:3]=1[NH:9][S:10]([C:13]1[N:17]=[CH:16][NH:15][N:14]=1)(=[O:12])=[O:11].C1(C)C=CC(S([C:27]2[N:32]=[C:31]([CH3:33])[CH:30]=[C:29]([CH3:34])[N:28]=2)(=O)=O)=CC=1.N12CCCN=C1CCCCC2>CN(C)C=O>[Cl:1][C:2]1[CH:7]=[CH:6][CH:5]=[C:4]([Cl:8])[C:3]=1[NH:9][S:10]([C:13]1[N:17]=[CH:16][N:15]([C:27]2[N:32]=[C:31]([CH3:33])[CH:30]=[C:29]([CH3:34])[N:28]=2)[N:14]=1)(=[O:11])=[O:12]. Reported procedure: N-(2,6-dichlorophenyl)-1,2,4-triazole-3-sulphonamide (2.051 g) was heated for 1 hour at 125° C. with 1.82 g of 2-p-toluenesulphonyl-4,6-dimethylpyrimidine in the presence of 1,8-diazabicyclo(5,4,0)undec-7-ene (2.128 g) in dimethylformamide (35 ml). After distillation of the solvent, the residue was poured into a mixture of water (80 ml) and 1N hydrochloric acid (20 ml), and was then filtered off. This crude product was chromatographed on silica gel using methylene chloride/methanol (95/5) as elu... Reactants: [Na] (sodium), C(C)(C)(CC)O (tertiary amylalcohol). Yields the product C(C)(C)(CC)OC(C)(C)CC.[Na] (sodium tertiary amyloxide). Reaction SMILES: [Na:1].[C:2]([OH:7])([CH2:5][CH3:6])([CH3:4])[CH3:3]>>[C:2]([O:7][C:2]([CH2:5][CH3:6])([CH3:4])[CH3:3])([CH2:5][CH3:6])([CH3:4])[CH3:3].[Na:1] |f:2.3,^1:0,18|. Reported procedure: 860 mg of sodium were added to 18 ml of tertiary amylalcohol-absolute toluene (1:1), and the mixture was refluxed for 5 hours. Then, the reaction mixture was condensed to dryness, whereby sodium tertiary amyloxide was obtained. 20 ml of absolute toluene and 1.09 g of 1,2,3,4-tetrahydro-1-(3-methoxycarbonylpropyl)-2-benzyl-β-carboline were added to said sodium tertiary amyloxide under ice-cooling, and the mixture was stirred at the same temperature for 3 hours. After the reaction was completed, e... The reactants are C1(CCCCC1)COC1=C(C=CC=C1)C1CC(=NO1)C=1N=C(SC1)C1CCN(CC1)C(=O)OC(C)(C)C (tert-butyl 4-(4-{5-[2-(cyclohexylmethoxy)phenyl]-4,5-dihydro-1,2-oxazol-3-yl}-1,3-thiazol-2-yl)piperidine-1-carboxylate), solution, Cl (hydrogen chloride). Run in ClCCl (dichloromethane), O1CCOCC1 (1,4-dioxane). Conditions: temperature 0 celsius. Yields the product [Cl-].C1(CCCCC1)COC1=C(C=CC=C1)C1CC(=NO1)C=1N=C(SC1)C1CC[NH2+]CC1 (4-(4-{5-[2-(Cyclohexylmethoxy)phenyl]-4,5-dihydro-1,2-oxazol-3-yl}-1,3-thiazol-2-yl)-piperidinium chloride). Reaction SMILES: [CH:1]1([CH2:7][O:8][C:9]2[CH:14]=[CH:13][CH:12]=[CH:11][C:10]=2[CH:15]2[O:19][N:18]=[C:17]([C:20]3[N:21]=[C:22]([CH:25]4[CH2:30][CH2:29][N:28](C(OC(C)(C)C)=O)[CH2:27][CH2:26]4)[S:23][CH:24]=3)[CH2:16]2)[CH2:6][CH2:5][CH2:4][CH2:3][CH2:2]1.[ClH:38]>ClCCl.O1CCOCC1>[Cl-:38].[CH:1]1([CH2:7][O:8][C:9]2[CH:14]=[CH:13][CH:12]=[CH:11][C:10]=2[CH:15]2[O:19][N:18]=[C:17]([C:20]3[N:21]=[C:22]([CH:25]4[CH2:26][CH2:27][NH2+:28][CH2:29][CH2:30]4)[S:23][CH:24]=3)[CH2:16]2)[CH2:2][CH2:3][CH2:4][CH2:5][CH2:6]1 |f:4.5|. Procedure details: To a solution of tert-butyl 4-(4-{5-[2-(cyclohexylmethoxy)phenyl]-4,5-dihydro-1,2-oxazol-3-yl}-1,3-thiazol-2-yl)piperidine-1-carboxylate (3.20 g) in dichloromethane was added dropwise, at 0° C. a 4 molar solution of hydrogen chloride (4.0 eq.) in 1,4-dioxane. The reaction mixture was stirred at 0° C. and then gradually warmed to room temperature. After stirring overnight, the solvent and excess hydrogen chloride were removed. This gave 4-(4-{5-[2-(cyclohexylmethoxy)phenyl]-4,5-dihydro-1,2-oxazol...